Dataset: the Open Reaction Database (ORD), a public repository of structured organic reaction records. Task: describe an organic reaction: reactants, conditions, products, and yield Starting materials: CC1CN(C(=O)c2ccccc2)CCN1, CCOP(=O)(OCC)On1nnc2ccccc2c1=O, O=C([O-])C(=O)c1c[nH]c2c(Cl)ncc(F)c12, [K+]. The product is CC1CN(C(=O)c2ccccc2)CCN1C(=O)C(=O)c1c[nH]c2c(Cl)ncc(F)c12. As a reaction SMILES: [C:18]([c:19]1[cH:20][cH:21][cH:22][cH:23][cH:24]1)(=[O:25])[N:26]1[CH2:27][CH:28]([CH3:32])[NH:29][CH2:30][CH2:31]1.[CH2:33]([O:34][P:35]([O:36][n:37]1[c:38](=[O:39])[c:40]2[cH:41][cH:42][cH:43][cH:44][c:45]2[n:46][n:47]1)([O:48][CH2:49][CH3:50])=[O:51])[CH3:52].[Cl:1][c:2]1[n:3][cH:4][c:5]([F:16])[c:6]2[c:7]([C:11]([C:12](=[O:13])[O-:14])=[O:15])[cH:8][nH:9][c:10]12.[K+:17]>>[Cl:1][c:2]1[n:3][cH:4][c:5]([F:16])[c:6]2[c:7]([C:11]([C:12](=[O:14])[N:29]3[CH:28]([CH3:32])[CH2:27][N:26]([C:18]([c:19]4[cH:20][cH:21][cH:22][cH:23][cH:24]4)=[O:25])[CH2:31][CH2:30]3)=[O:15])[cH:8][nH:9][c:10]12. Starting materials: [Cl-] (chloride), NC1=C(C=CC=C1)S (aminothiophenol), C(Cl)Cl (methylene chloride). Conditions: time 3 hour. Yields the product C1=CC=C(C=C1)C(C2=CC=CC=C2)(C3=CC=CC=C3Cl)Cl (2-chlorotrityl resin). As a reaction SMILES: [Cl-:1].N[C:3]1[CH:8]=[CH:7][CH:6]=[CH:5][C:4]=1S.[CH2:10]([Cl:12])Cl>>[CH:7]1[CH:6]=[CH:5][C:4]([C:10]([Cl:12])([C:3]2[C:8]([Cl:1])=[CH:7][CH:6]=[CH:5][CH:4]=2)[C:3]2[CH:8]=[CH:7][CH:6]=[CH:5][CH:4]=2)=[CH:3][CH:8]=1. Reported procedure: 1 g of 2-chlorotrytyl chloride resin (1.66 mmol/g, 1 eq) was allowed to swell in methylene chloride for 3-5 min, 1.162 mmol of N,N-diisopropylethylaminem (0.202 ml, 0.7 eq) and 1.66 mmol of aminothiophenol (0.178 ml, 1 eq) were added thereto, and the mixture was gently stirred for 3 hr at room temperature. Then, the resin was filtered and washed with a mixture of methylene chloride, methanol and N,N-diisopropylethylamine (85:10:5 v/v/v) to obtain 2-chlorotrityl resin loaded with 0.332 mmol/g of ...